From a dataset of the Open Reaction Database (ORD), a public repository of structured organic reaction records. describe an organic reaction: reactants, conditions, products, and yield The reactants are [Br-], [K+], O=N[O-], [Na+], O, O=S(=O)(O)O, NC(COCc1ccccc1)C(=O)O. Yields the product O=C(O)C(Br)COCc1ccccc1. RXN SMILES: [Br-:16].[K+:15].[N:17]([O-:18])=[O:19].[Na+:20].[OH2:26].[S:21](=[O:22])(=[O:23])([OH:24])[OH:25].[c:1]1([CH2:7][O:8][CH2:9][CH:10]([NH2:11])[C:12](=[O:13])[OH:14])[cH:2][cH:3][cH:4][cH:5][cH:6]1>>[c:1]1([CH2:7][O:8][CH2:9][CH:10]([C:12](=[O:13])[OH:14])[Br:16])[cH:2][cH:3][cH:4][cH:5][cH:6]1. The reactants are CO, [Na+], [OH-], O, CCOC(=O)CCCCCOc1ccc(OCCCCCn2ccnc2)cc1. Product: O=C(O)CCCCCOc1ccc(OCCCCCn2ccnc2)cc1. Reaction SMILES: [CH3:31][OH:32].[Na+:30].[OH-:29].[OH2:33].[n:1]1([CH2:6][CH2:7][CH2:8][CH2:9][CH2:10][O:11][c:12]2[cH:13][cH:14][c:15]([O:16][CH2:17][CH2:18][CH2:19][CH2:20][CH2:21][C:22](=[O:23])[O:24][CH2:25][CH3:26])[cH:27][cH:28]2)[cH:2][n:3][cH:4][cH:5]1>>[n:1]1([CH2:6][CH2:7][CH2:8][CH2:9][CH2:10][O:11][c:12]2[cH:13][cH:14][c:15]([O:16][CH2:17][CH2:18][CH2:19][CH2:20][CH2:21][C:22](=[O:23])[OH:24])[cH:27][cH:28]2)[cH:2][n:3][cH:4][cH:5]1. Reactants: FC1=C(C=C(C=C1)S(=O)(=O)N)S(=O)(=O)C(F)(F)F (4-fluoro-3-((trifluoromethyl)sulfonyl)benzenesulfonamide), N1(CCOCC1)CC[C@H](CSC1=CC=CC=C1)N ((1R)-3-morpholin-4-yl-1-((phenylthio)methyl)propylamine). Yields the product N1(CCOCC1)CC[C@H](CSC1=CC=CC=C1)NC1=C(C=C(C=C1)S(=O)(=O)N)S(=O)(=O)C(F)(F)F (4-(((1R)-3-morpholin-4-yl-1-((phenylthio)methyl)propyl)amino)-3-((trifluoromethyl)sulfonyl)benzenesulfonamide). Reaction SMILES: F[C:2]1[CH:7]=[CH:6][C:5]([S:8]([NH2:11])(=[O:10])=[O:9])=[CH:4][C:3]=1[S:12]([C:15]([F:18])([F:17])[F:16])(=[O:14])=[O:13].[N:19]1([CH2:25][CH2:26][C@@H:27]([NH2:36])[CH2:28][S:29][C:30]2[CH:35]=[CH:34][CH:33]=[CH:32][CH:31]=2)[CH2:24][CH2:23][O:22][CH2:21][CH2:20]1>>[N:19]1([CH2:25][CH2:26][C@@H:27]([NH:36][C:2]2[CH:7]=[CH:6][C:5]([S:8]([NH2:11])(=[O:10])=[O:9])=[CH:4][C:3]=2[S:12]([C:15]([F:18])([F:17])[F:16])(=[O:14])=[O:13])[CH2:28][S:29][C:30]2[CH:35]=[CH:34][CH:33]=[CH:32][CH:31]=2)[CH2:20][CH2:21][O:22][CH2:23][CH2:24]1. Procedure: reacting 4-fluoro-3-((trifluoromethyl)sulfonyl)benzenesulfonamide, (1R)-3-morpholin-4-yl-1-((phenylthio)methyl)propylamine and a sixth base to provide 4-(((1R)-3-morpholin-4-yl-1-((phenylthio)methyl)propyl)amino)-3-((trifluoromethyl)sulfonyl)benzenesulfonamide and isolating or not isolating the 4-(((1R)-3-morpholin-4-yl-1-((phenylthio)methyl)propyl)amino)-3-((trifluoromethyl)sulfonyl)benzenesulfonamide; and Starting materials: CC(C)O, [K+], [OH-], O, CCOC(=O)C1CCN(Cc2ccc(Oc3nc4ncccc4s3)cc2)CC1. Product: O=C(O)C1CCN(Cc2ccc(Oc3nc4ncccc4s3)cc2)CC1. RXN SMILES: [CH:32]([OH:33])([CH3:34])[CH3:35].[K+:30].[OH-:29].[OH2:31].[s:1]1[c:2]([O:10][c:11]2[cH:12][cH:13][c:14]([CH2:15][N:16]3[CH2:17][CH2:18][CH:19]([C:22](=[O:23])[O:24][CH2:25][CH3:26])[CH2:20][CH2:21]3)[cH:27][cH:28]2)[n:3][c:4]2[n:5][cH:6][cH:7][cH:8][c:9]12>>[s:1]1[c:2]([O:10][c:11]2[cH:12][cH:13][c:14]([CH2:15][N:16]3[CH2:17][CH2:18][CH:19]([C:22](=[O:23])[OH:24])[CH2:20][CH2:21]3)[cH:27][cH:28]2)[n:3][c:4]2[n:5][cH:6][cH:7][cH:8][c:9]12. Reactants: OC1=C(C(OC(=C1)C)=O)S (4-hydroxy-3-mercapto-6-methyl-2-pyrone), tan crystals, ClCC1=CC=CC2=CC=CC=C12 (1-chloromethylnaphthalene), Cl (hydrochloric acid). Run in N1=CC=CC=C1 (pyridine). Product: OC1=C(C(OC(=C1)C)=O)SCC1=CC=CC2=CC=CC=C12 (4-hydroxy-6-methyl-3-(1-naphthylmethylthio)-2-pyrone). As a reaction SMILES: [OH:1][C:2]1[CH:7]=[C:6]([CH3:8])[O:5][C:4](=[O:9])[C:3]=1[SH:10].Cl[CH2:12][C:13]1[C:22]2[C:17](=[CH:18][CH:19]=[CH:20][CH:21]=2)[CH:16]=[CH:15][CH:14]=1.Cl>N1C=CC=CC=1>[OH:1][C:2]1[CH:7]=[C:6]([CH3:8])[O:5][C:4](=[O:9])[C:3]=1[S:10][CH2:12][C:13]1[C:22]2[C:17](=[CH:18][CH:19]=[CH:20][CH:21]=2)[CH:16]=[CH:15][CH:14]=1. Reported procedure: A solution of 15.8 g. (0.100 mole) of 4-hydroxy-3-mercapto-6-methyl-2-pyrone in 100 ml. of pyridine was cooled in an ice bath to about 15°C., and 17.7 g. (0.100 mole) of 1-chloromethylnaphthalene was added in one portion. The flask was then heated at 90°-95°C. on the steam plate for four hours. The reaction mixture was cooled and poured into 200 ml. of concentrated hydrochloric acid and about 400 g. of ice. A gummy solid was formed and was extracted with methylene chloride. The wet extract was t...